This data is from the Open Reaction Database (ORD), a public repository of structured organic reaction records. The task is: describe an organic reaction: reactants, conditions, products, and yield Starting materials: O=C([O-])[O-], CC(C)=CCCC(C)=CCBr, [K+], [K+], O, COC(=O)c1ccc(O)cc1. The product is COC(=O)c1ccc(OCC=C(C)CCC=C(C)C)cc1. RXN SMILES: [C:23](=[O:24])([O-:25])[O-:26].[CH2:12]([CH:13]=[C:14]([CH3:15])[CH2:16][CH2:17][CH:18]=[C:19]([CH3:20])[CH3:21])[Br:22].[K+:27].[K+:28].[OH2:29].[OH:1][c:2]1[cH:3][cH:4][c:5]([C:6](=[O:7])[O:8][CH3:9])[cH:10][cH:11]1>>[O:1]([c:2]1[cH:3][cH:4][c:5]([C:6](=[O:7])[O:8][CH3:9])[cH:10][cH:11]1)[CH2:12][CH:13]=[C:14]([CH3:15])[CH2:16][CH2:17][CH:18]=[C:19]([CH3:20])[CH3:21]. Starting materials: C1(=CC=CC=C1)OC1=CC=CC=C1 (diphenyl ether), FC1=CC=C(N)C=C1 (4-fluoroaniline), C(C)OC=C(C(=O)OCC)C(=O)OCC (diethyl ethoxymethylenemalonate), C(C)O (ethanol). The solvent is C(C)OCC (diethyl ether). Run at temperature 140 celsius. The product is FC=1C=C2C(=C(C=NC2=CC1)C(=O)OCC)O (ethyl 6-fluoro-4-hydroxyquinoline-3-carboxylate). The yield is 68.9%. Reaction SMILES: [F:1][C:2]1[CH:8]=[CH:7][C:5]([NH2:6])=[CH:4][CH:3]=1.C([O:11][CH:12]=[C:13]([C:19](OCC)=O)[C:14]([O:16][CH2:17][CH3:18])=[O:15])C.C(O)C.C1(OC2C=CC=CC=2)C=CC=CC=1>C(OCC)C>[F:1][C:2]1[CH:8]=[C:7]2[C:5](=[CH:4][CH:3]=1)[N:6]=[CH:19][C:13]([C:14]([O:16][CH2:17][CH3:18])=[O:15])=[C:12]2[OH:11]. Procedure details: A mixture of 66.6 g (0.6 mole) of 4-fluoroaniline and 129.79 g (0.6 mole) of diethyl ethoxymethylenemalonate was prepared under a nitrogen atmosphere and heated to 140°C. The ethanol generated was allowed to vaporize during a reaction time of about one hour. To the mixture was added 500 ml of diphenyl ether. The mixture was stirred and heated to its reflux temperature, and maintained at reflux for 15 minutes. The mixture was then cooled, and diethyl ether was added. The product was separated by ...